describe an organic reaction: reactants, conditions, products, and yield From a dataset of the Open Reaction Database (ORD), a public repository of structured organic reaction records. The reactants are C(C1=CC=CC=C1)OC1=CC=[N+](C=C1)[O-] (4-Benzyloxypyridine 1-oxide), C(C)(=O)OC(C)=O (acetic anhydride). Conditions: time 2 hour. Yields the product C(C1=CC=CC=C1)OC1=CC(NC=C1)=O (4-benzyloxy-1H-pyridin-2-one). Isolated yield 49.0%. RXN SMILES: [CH2:1]([O:8][C:9]1[CH:14]=[CH:13][N+:12]([O-])=[CH:11][CH:10]=1)[C:2]1[CH:7]=[CH:6][CH:5]=[CH:4][CH:3]=1.C(OC(=O)C)(=[O:18])C>>[CH2:1]([O:8][C:9]1[CH:14]=[CH:13][NH:12][C:11](=[O:18])[CH:10]=1)[C:2]1[CH:7]=[CH:6][CH:5]=[CH:4][CH:3]=1. Reported procedure: 4-Benzyloxypyridine 1-oxide (24.8 g, 123 mmols) was refluxed in acetic anhydride (150 mL) for 1.5 hours. Cooling the system to room temperature, the system was concentrated under reduced pressure and the resulting residue was dissolved in a mixed solvent of ethyl acetate (150 mL) and methanol (10 mL), followed by stirring at 60° C. for 2 hours. The solid formed upon cooling the system to room temperature was recovered by filtration to provide crude title compound (8.84 g). Concentrating the filt... Starting materials: C(CCC)C(C(=O)OCC)C(=O)C (ethyl 2-n-butylacetoacetate), NC(=S)N (thiourea), CC[O-].[Na+] (NaOEt), [Na] (Sodium). The solvent is CCO (EtOH). The product is C(CCC)C=1C(NC(NC1C)=S)=O (5-butyl-6-methyl-2-thioxo-2,3-dihydro-1H-pyrimidin-4-one). Reaction SMILES: [Na].[NH2:2][C:3]([NH2:5])=[S:4].CC[O-].[Na+].[CH2:10]([CH:14]([C:20]([CH3:22])=O)[C:15](OCC)=[O:16])[CH2:11][CH2:12][CH3:13]>CCO>[CH2:10]([C:14]1[C:15](=[O:16])[NH:2][C:3](=[S:4])[NH:5][C:20]=1[CH3:22])[CH2:11][CH2:12][CH3:13] |f:2.3,^1:0|. Reported procedure: Sodium metal (1.85 g, 80.5 mmol) is dissolved in EtOH (50 mL). Next, thiourea (5.11 g, 67.1 mmol) is added to the NaOEt solution, followed by ethyl 2-n-butylacetoacetate (2.5 g, 13.4 mmol). The reaction mixture is stirred at reflux for 3 hours and then allowed to cool to room temperature overnight. The EtOH is removed in vacuo. The residue is then suspended in H2O (50 mL) and the resulting mixture carefully treated with concentrated HCl (˜7.5 mL) just until pH 4 is reached. After stirring for 15... The reactants are C(C)(C)(C)OC(=O)N1C(C(=O)O)CCC1 (N-t-butoxycarbonyl-DL-proline), B#B (diborane), O (Water). The solvent is O1CCCC1 (tetrahydrofuran), O1CCCC1 (tetrahydrofuran). The product is C(C)(C)(C)OC(=O)N1C(CCC1)CO (1-(t-butoxycarbonyl)-2-pyrrolidinemethanol). RXN SMILES: [C:1]([O:5][C:6]([N:8]1[CH2:15][CH2:14][CH2:13][CH:9]1[C:10](O)=[O:11])=[O:7])([CH3:4])([CH3:3])[CH3:2].B#B.O>O1CCCC1>[C:1]([O:5][C:6]([N:8]1[CH2:15][CH2:14][CH2:13][CH:9]1[CH2:10][OH:11])=[O:7])([CH3:4])([CH3:3])[CH3:2]. Procedure: To a stirred solution of 21.6 g. (0.10 mol.) of N-t-butoxycarbonyl-DL-proline in 100 ml. of dry tetrahydrofuran at room temperature is added 50 ml. of a 1 molar diborane solution in tetrahydrofuran at such a rate that the temperature of the reaction mixture is maintained at 25°-30°. After the addition is complete, the reaction mixture is stirred at room temperature for an additional hour. Water is then cautiously added to the reaction mixture, the tetrahydrofuran is removed in vacuo, the residue...